Dataset: the Open Reaction Database (ORD), a public repository of structured organic reaction records. Task: describe an organic reaction: reactants, conditions, products, and yield Reactants: C(#N)C1=CC=C(C=C1)S(=O)(=O)N(C=1SC=CN1)COC (4-cyano-N-methoxymethyl-N-thiazol-2-yl-benzenesulfonamide), CC(C)C[AlH]CC(C)C (DIBAL), C1CCOC1 (THF). The product is C(=O)C1=CC=C(C=C1)S(=O)(=O)N(C=1SC=CN1)COC (4-formyl-N-methoxymethyl-N-thiazol-2-yl-benzenesulfonamide). RXN SMILES: [C:1]([C:3]1[CH:8]=[CH:7][C:6]([S:9]([N:12]([CH2:18][O:19][CH3:20])[C:13]2[S:14][CH:15]=[CH:16][N:17]=2)(=[O:11])=[O:10])=[CH:5][CH:4]=1)#N.CC(C[AlH]CC(C)C)C.C1C[O:33]CC1>>[CH:1]([C:3]1[CH:8]=[CH:7][C:6]([S:9]([N:12]([CH2:18][O:19][CH3:20])[C:13]2[S:14][CH:15]=[CH:16][N:17]=2)(=[O:11])=[O:10])=[CH:5][CH:4]=1)=[O:33]. Procedure details: To a solution of 4-cyano-N-methoxymethyl-N-thiazol-2-yl-benzenesulfonamide (4.5 mmol) in THF (50 mL) at −78° C. under argon was added DIBAL (5.0 mmol, 1M in THF) and the solution was allowed to warm to room temperature overnight. After the reaction was quenched with potassium sodium tartrate solution slowly, the mixture was extracted with ethyl acetate, and the organic phase was washed with brine, dried over MgSO4, and concentrated in vacuo. The crude product was purified by column chromatograph... Starting materials: O1C(OCC1)C=1C=C(C=CC1OC)N1N=NN=C1 (1-(3-[1,3]dioxolan-2-yl-4-methoxy-phenyl)-1H-tetrazole), C(CCC)[Li] (n-butyl lithium), C(C)(=O)OCC (ethyl acetate), C([O-])(O)=O.[Na+] (sodium bicarbonate). Solvent: O1CCCC1 (tetrahydrofuran), CCCCCC (hexane). Run at time 5 minute. The product is O1C(OCC1)C1=C(C=CC(=C1)OC)NC#N ((2-[1,3]Dioxolan-2-yl4-methoxy-phenyl)-cyanamide). Reaction SMILES: O1CCOC1[C:6]1[CH:7]=[C:8]([N:14]2[CH:18]=[N:17]N=N2)C=[CH:10][C:11]=1[O:12][CH3:13].C([Li])CCC.C(=O)(O)[O-].[Na+].[C:29]([O:32][CH2:33][CH3:34])(=[O:31])[CH3:30]>O1CCCC1.CCCCCC>[O:32]1[CH2:33][CH2:34][O:31][CH:29]1[C:30]1[CH:10]=[C:11]([O:12][CH3:13])[CH:6]=[CH:7][C:8]=1[NH:14][C:18]#[N:17] |f:2.3|. Reported procedure: To a solution of 1-(3-[1,3]dioxolan-2-yl-4-methoxy-phenyl)-1H-tetrazole (9.09 g) in dry tetrahydrofuran (200 ml) at -78° under nitrogen, n-butyl lithium solution in hexane (30 ml of 1.6 mol dm-3) was added. Nitrogen gas was evolved. After stirring under nitrogen for 5 min the mixture was allowed to warm to 0° over 10 min and 8% aqueous sodium bicarbonate (200 ml) was then added. After stirring for 10min ethyl acetate (150 ml) was added and the layers separated. The aqueous layer was then extract... Starting materials: COc1cc(C)c(C=O)c(OC)c1OC, CS(C)=O, [O-][Cl+][O-], [Na+], [Na+], [Na+], O=C([O-])O, O=P([O-])(O)O. Product: COc1cc(C)c(C(=O)O)c(OC)c1OC. As a reaction SMILES: [CH3:1][O:2][c:3]1[c:4]([CH:5]=[O:6])[c:7]([CH3:15])[cH:8][c:9]([O:13][CH3:14])[c:10]1[O:11][CH3:12].[CH3:31][S:32](=[O:33])[CH3:34].[Cl+:22]([O-:23])[O-:24].[Na+:21].[Na+:25].[Na+:26].[OH:27][C:28](=[O:29])[O-:30].[P:16](=[O:17])([O-:18])([OH:19])[OH:20]>>[CH3:1][O:2][c:3]1[c:4]([C:5](=[O:6])[OH:17])[c:7]([CH3:15])[cH:8][c:9]([O:13][CH3:14])[c:10]1[O:11][CH3:12].